Task: describe an organic reaction: reactants, conditions, products, and yield. Dataset: the Open Reaction Database (ORD), a public repository of structured organic reaction records Starting materials: OCC1=CC=C(C=C1)B(O)O (4-hydroxymethylbenzene boronic acid), solution, B(O)O (boronic acid), ONC(=O)[C@@H]1N(CCS(C1(C)C)(=O)=O)S(=O)(=O)C1=CC=C(C=C1)C1=CC=C(C=C1)Br ((S)-4-(4′-Bromo-biphenyl-4-sulfonyl)-2,2-dimethyl-1,1-dioxo-thiomorpholine-3-carboxylic acid hydroxyamide), O=O (oxygen). Reagents/catalysts: C=1C=CC(=CC1)[P](C=2C=CC=CC2)(C=3C=CC=CC3)[Pd]([P](C=4C=CC=CC4)(C=5C=CC=CC5)C=6C=CC=CC6)([P](C=7C=CC=CC7)(C=8C=CC=CC8)C=9C=CC=CC9)[P](C=1C=CC=CC1)(C=1C=CC=CC1)C=1C=CC=CC1 (Pd(PPh3)4). Run in O1CCOCC1 (dioxane), O1CCOCC1 (dioxane). Conditions: temperature 75 celsius, time 48 hour. Yields the product OCC1=CC=C(C=C1)C1=CC=C(C=C1)S(=O)(=O)N1[C@H](C(SCC1)(C)C)C(=O)O ((S)-4-(4′-hydroxymethyl-biphenyl-4-sulfonyl)-2,2-dimethyl-thiomorpholine-3-carboxylic acid). RXN SMILES: ON[C:3]([C@H:5]1[C:10]([CH3:12])([CH3:11])[S:9](=O)(=O)[CH2:8][CH2:7][N:6]1[S:15]([C:18]1[CH:23]=[CH:22][C:21]([C:24]2[CH:29]=[CH:28][C:27](Br)=[CH:26][CH:25]=2)=[CH:20][CH:19]=1)(=[O:17])=[O:16])=[O:4].[OH:31][CH2:32]C1C=CC(B(O)O)=CC=1.B(O)[OH:43].O=O>O1CCOCC1.C1C=CC([P]([Pd]([P](C2C=CC=CC=2)(C2C=CC=CC=2)C2C=CC=CC=2)([P](C2C=CC=CC=2)(C2C=CC=CC=2)C2C=CC=CC=2)[P](C2C=CC=CC=2)(C2C=CC=CC=2)C2C=CC=CC=2)(C2C=CC=CC=2)C2C=CC=CC=2)=CC=1>[OH:31][CH2:32][C:27]1[CH:28]=[CH:29][C:24]([C:21]2[CH:22]=[CH:23][C:18]([S:15]([N:6]3[CH2:7][CH2:8][S:9][C:10]([CH3:12])([CH3:11])[C@@H:5]3[C:3]([OH:43])=[O:4])(=[O:17])=[O:16])=[CH:19][CH:20]=2)=[CH:25][CH:26]=1 |^1:56,58,77,96|. Reported procedure: (S)-4-(4-Iodophenyl-1-sulfonyl)-2,2-dimethyl-thiomorpholine-3-carboxylic acid hydroxamide-O-Wang resin (15, Scheme 4) (5.0 g at 1 mmol/g loading, 5 mmol) was swelled in dioxane (40 mL). To this was added 4-hydroxymethylbenzene boronic acid (30 mL of a 0.5 M solution in dioxane/2.5 M aq. Na2CO3 [3 M equivalents relative to the boronic acid], 15 mmol). In a dry, oxygen free environment Pd(PPh3)4 (200 mg) was added, and the mixture was stirred while at 75° C. for 48 hours. Filtration and subsequent... The reactants are CO, COC(=O)c1ccc(C=C(Cn2ccnc2)c2nccs2)cc1-c1ccc(F)cc1, [Na+], [OH-]. Yields the product O=C(O)c1ccc(C=C(Cn2ccnc2)c2nccs2)cc1-c1ccc(F)cc1. Reaction SMILES: [CH3:33][OH:34].[F:1][c:2]1[cH:3][cH:4][c:5](-[c:8]2[c:9]([C:10](=[O:11])[O:12][CH3:13])[cH:14][cH:15][c:16]([CH:18]=[C:19]([CH2:20][n:21]3[cH:22][n:23][cH:24][cH:25]3)[c:26]3[s:27][cH:28][cH:29][n:30]3)[cH:17]2)[cH:6][cH:7]1.[Na+:32].[OH-:31]>>[F:1][c:2]1[cH:3][cH:4][c:5](-[c:8]2[c:9]([C:10](=[O:11])[OH:12])[cH:14][cH:15][c:16]([CH:18]=[C:19]([CH2:20][n:21]3[cH:22][n:23][cH:24][cH:25]3)[c:26]3[s:27][cH:28][cH:29][n:30]3)[cH:17]2)[cH:6][cH:7]1. Starting materials: N1(CCOCC1)CC1=CC=C(S1)C(=O)OC (methyl 5-(morpholin-4-ylmethyl)thiophene-2-carboxylate), Cl (hydrochloric acid). Reaction conditions: temperature 100 celsius. The product is Cl.N1(CCOCC1)CC1=CC=C(S1)C(=O)O (5-(morpholin-4-ylmethyl)thiophene-2-carboxylic acid hydrochloride). As a reaction SMILES: [N:1]1([CH2:7][C:8]2[S:12][C:11]([C:13]([O:15]C)=[O:14])=[CH:10][CH:9]=2)[CH2:6][CH2:5][O:4][CH2:3][CH2:2]1.[ClH:17]>>[ClH:17].[N:1]1([CH2:7][C:8]2[S:12][C:11]([C:13]([OH:15])=[O:14])=[CH:10][CH:9]=2)[CH2:6][CH2:5][O:4][CH2:3][CH2:2]1 |f:2.3|. Reported procedure: A mixture of 3.01 g of methyl 5-(morpholin-4-ylmethyl)thiophene-2-carboxylate and 30 mL of 6.0 M hydrochloric acid was subjected to heating under reflux overnight at 100° C. The reaction mixture was concentrated under reduced pressure, and the residue was washed with acetonitrile, thereby obtaining 3.05 g of 5-(morpholin-4-ylmethyl)thiophene-2-carboxylic acid hydrochloride. Reactants: Cl.C(C)(C)(C)OC(CNC)=O (sarcosine tert-butyl ester hydrochloride), C(=O)([O-])[O-].[K+].[K+] (K2CO3), CC1=CC(=C(C#N)C=C1)Cl (4-methyl-2-chlorobenzonitrile), BrN1C(CCC1=O)=O (N-bromosuccinimide). The reagents and catalysts are CC(C)(C#N)N=NC(C)(C)C#N (AIBN). Run in C(C)#N (ACN), C(C)#N (ACN), CCOC(=O)C (EtOAc). Conditions: temperature 100 celsius. The product is C(#N)C1=C(C=C(CN(CC(=O)OC(C)(C)C)C)C=C1)Cl (tert-butyl 2-((4-cyano-3-chlorobenzyl)(methyl)amino)acetate). Isolated yield 83.5%. As a reaction SMILES: [CH3:1][C:2]1[CH:9]=[CH:8][C:5]([C:6]#[N:7])=[C:4]([Cl:10])[CH:3]=1.BrN1C(=O)CCC1=O.Cl.[C:20]([O:24][C:25](=[O:29])[CH2:26][NH:27][CH3:28])([CH3:23])([CH3:22])[CH3:21].C([O-])([O-])=O.[K+].[K+]>C(#N)C.CCOC(C)=O.CC(N=NC(C#N)(C)C)(C#N)C>[C:6]([C:5]1[CH:8]=[CH:9][C:2]([CH2:1][N:27]([CH3:28])[CH2:26][C:25]([O:24][C:20]([CH3:23])([CH3:22])[CH3:21])=[O:29])=[CH:3][C:4]=1[Cl:10])#[N:7] |f:2.3,4.5.6|. Reported procedure: A solution of 4-methyl-2-chlorobenzonitrile (1.51 g, 10 mmol), N-bromosuccinimide (2.14 g, 12.0 mmol) and AIBN (33 mg, 0.20 mmol) in ACN (40 mL) was heated under reflux for 18 hours. The reaction mixture was diluted with EtOAc and washed with a saturated aqueous solution of Na2CO3 and brine. The organic layer was dried (MgSO4) and concentrated under vacuum. The residue was treated with sarcosine tert-butyl ester hydrochloride (1.44 g, 7.92 mmol) and K2CO3 (2.74 g, 19.8 mmol) in ACN (10 mL). The ... Starting materials: [OH-].[Na+] (Sodium hydroxide), COC1=C(C(=O)OC)C=CC=C1[N+](=O)[O-] (methyl 2-methoxy-3-nitrobenzoate). Solvent: CO (methanol). Run at temperature 50 celsius, time 2 hour. The product is COC1=C(C(=O)O)C=CC=C1[N+](=O)[O-] (2-methoxy-3-nitrobenzoic acid). The yield is 94.3%. RXN SMILES: [OH-].[Na+].[CH3:3][O:4][C:5]1[C:14]([N+:15]([O-:17])=[O:16])=[CH:13][CH:12]=[CH:11][C:6]=1[C:7]([O:9]C)=[O:8]>CO>[CH3:3][O:4][C:5]1[C:14]([N+:15]([O-:17])=[O:16])=[CH:13][CH:12]=[CH:11][C:6]=1[C:7]([OH:9])=[O:8] |f:0.1|. Procedure details: 1N Sodium hydroxide was added to a solution (50 ml) of methyl 2-methoxy-3-nitrobenzoate (4.96 g, 23.5 mmol) in methanol and the mixture was stirred at 50° C. for 2 hrs. Methanol was evaporated under reduced pressure and water was added. The aqueous layer was acidified with 1N hydrochloric acid, and the mixture was extracted with ethyl acetate. The organic layer was washed with saturated brine, and dried over anhydrous magnesium sulfate, filtered and concentrated under reduced pressure. The obtai... Starting materials: [BH4-].[Na+] (NaBH4), [Si](C1=CC=CC=C1)(C1=CC=CC=C1)(C(C)(C)C)OC=1C=C(CC(CC(=O)OCC)C(=O)C=2OC(=C(N2)C2=CC=CC=C2)C2=CC=CC=C2)C=CC1 (ethyl 3-[3-(tert-butyldiphenylsilyloxy)benzyl]-4-(4,5-diphenyl-2-oxazolyl)-4-oxobutyrate). The solvent is CO (methanol), COCCOC (1,2-dimethoxyethane). Run at time 3 hour. Product: [Si](C1=CC=CC=C1)(C1=CC=CC=C1)(C(C)(C)C)OC=1C=C(CC2C(OC(C2)=O)C=2OC(=C(N2)C2=CC=CC=C2)C2=CC=CC=C2)C=CC1 (3-[3-(tert-butyldiphenylsilyloxy)benzyl]-2-(4,5-diphenyl-2-oxazolyl)-5-oxotetrahydrofuran). Yield: 181.8%. Reaction SMILES: [BH4-].[Na+].[Si:3]([O:20][C:21]1[CH:22]=[C:23]([CH:51]=[CH:52][CH:53]=1)[CH2:24][CH:25]([C:32]([C:34]1[O:35][C:36]([C:45]2[CH:50]=[CH:49][CH:48]=[CH:47][CH:46]=2)=[C:37]([C:39]2[CH:44]=[CH:43][CH:42]=[CH:41][CH:40]=2)[N:38]=1)=O)[CH2:26][C:27]([O:29]CC)=[O:28])([C:16]([CH3:19])([CH3:18])[CH3:17])([C:10]1[CH:15]=[CH:14][CH:13]=[CH:12][CH:11]=1)C1C=CC=CC=1>CO.COCCOC>[Si:3]([O:20][C:21]1[CH:22]=[C:23]([CH:51]=[CH:52][CH:53]=1)[CH2:24][CH:25]1[CH2:26][C:27](=[O:28])[O:29][CH:32]1[C:34]1[O:35][C:36]([C:45]2[CH:46]=[CH:47][CH:48]=[CH:49][CH:50]=2)=[C:37]([C:39]2[CH:44]=[CH:43][CH:42]=[CH:41][CH:40]=2)[N:38]=1)([C:16]([CH3:17])([CH3:18])[CH3:19])([C:10]1[CH:15]=[CH:14][CH:13]=[CH:12][CH:11]=1)[C:10]1[CH:11]=[CH:12][CH:13]=[CH:14][CH:15]=1 |f:0.1|. Procedure details: NaBH4 (119 mg) was added to a stirred solution of ethyl 3-[3-(tert-butyldiphenylsilyloxy)benzyl]-4-(4,5-diphenyl-2-oxazolyl)-4-oxobutyrate (430 mg) in methanol (2.0 ml) and 1,2-dimethoxyethane (0.5 ml) at room temperature and the resulting mixture was stirred at the same temperature for 3 hours. The reaction mixture was partitioned between ethyl acetate—1N hydrochloric acid. The organic layer was washed with 1N hydrochloric acid, aqueous sodium bicarbonate, and brine, dried over MgSO4, and evapo... Starting materials: C(C1=CC=CC=C1)N1CCC2(CC1)OC(C1=C2C=C(C=C1)Cl)=O (1′-Benzyl-6-chloro-3H-spiro[2-benzofuran-1,4′-piperidin]-3-one), C(CCC)[Li] (n-butyl lithium), BrC1=C(C(=O)O)C=C(C=C1)F (2-bromo-5-fluorobenzoic acid), C(C1=CC=CC=C1)N1CCC(CC1)=O (1-benzylpiperidin-4-one). The solvent is C1CCOC1 (THF). The product is C(C1=CC=CC=C1)N1CCC2(CC1)OC(C1=C2C=CC(=C1)F)=O (1′-Benzyl-5-fluoro-3H-spiro[2-benzofuran-1,4′-piperidin]-3-one). As a reaction SMILES: [CH2:1]([N:8]1[CH2:13][CH2:12][C:11]2([C:17]3[CH:18]=[C:19](Cl)[CH:20]=[CH:21][C:16]=3[C:15](=[O:23])[O:14]2)[CH2:10][CH2:9]1)[C:2]1[CH:7]=[CH:6][CH:5]=[CH:4][CH:3]=1.BrC1C=CC([F:34])=CC=1C(O)=O.C(N1CCC(=O)CC1)C1C=CC=CC=1.C([Li])CCC>C1COCC1>[CH2:1]([N:8]1[CH2:13][CH2:12][C:11]2([C:17]3[CH:18]=[CH:19][C:20]([F:34])=[CH:21][C:16]=3[C:15](=[O:23])[O:14]2)[CH2:10][CH2:9]1)[C:2]1[CH:7]=[CH:6][CH:5]=[CH:4][CH:3]=1. Procedure: This reaction was performed as described for (i) above using 2-bromo-5-fluorobenzoic acid (2.19 g, 10.0 mmol), 1-benzylpiperidin-4-one (3.78 g, 20.0 mmol), n-butyl lithium (n-BuLi) (20 mL) and THF (20 mL) to give the sub-titled compound. Reactants: COCCN (2-Methoxyethylamine), C(C)(=O)OCC (ethyl acetate), C(C=C)(=O)Cl (Acryloyl chloride). Solvent: C(C)N(CC)CC (triethylamine). Conditions: time 1 hour. Yields the product COCCNC(C=C)=O (N-(2-methoxyethyl)acrylamide). Reaction SMILES: [CH3:1][O:2][CH2:3][CH2:4][NH2:5].C(OCC)(=O)C.[C:12](Cl)(=[O:15])[CH:13]=[CH2:14]>C(N(CC)CC)C>[CH3:1][O:2][CH2:3][CH2:4][NH:5][C:12](=[O:15])[CH:13]=[CH2:14]. Reported procedure: 2-Methoxyethylamine (44.6 g), ethyl acetate (100 mL) and triethylamine (50.6 g) were introduced into a 300 mL flask equipped with a dropping funnel and a magnetic stirrer. The flask was immersed in an ice bath and the contents of the flask were stirred as nitrogen gas was being introduced. Acryloyl chloride (45.3 g) was introduced into the dropping funnel and was added dropwise over a period of approximately one hour. After the dropwise addition was completed, stirring was continued for 1 hour a... The reactants are BrC(C(=O)OCC)C (ethyl 2-bromopropionate), [N+](=O)([O-])C=1C(=NC2=CC=CC=C2C1)NC1=CC=C(C=C1)O (4-[N-(3-nitro-2-quinolinyl)amino]phenol), C([O-])([O-])=O.[K+].[K+] (potassium carbonate). Run in CC(=O)CC (ethyl methyl ketone). The product is [N+](=O)([O-])C=1C(=NC2=CC=CC=C2C1)NC1=CC=C(OC(C(=O)OCC)C)C=C1 (ethyl 2-{4-[N-(3-nitro-2-quinolinyl)amino]phenoxy}propionate). As a reaction SMILES: Br[CH:2]([CH3:8])[C:3]([O:5][CH2:6][CH3:7])=[O:4].[N+:9]([C:12]1[C:13]([NH:22][C:23]2[CH:28]=[CH:27][C:26]([OH:29])=[CH:25][CH:24]=2)=[N:14][C:15]2[C:20]([CH:21]=1)=[CH:19][CH:18]=[CH:17][CH:16]=2)([O-:11])=[O:10].C(=O)([O-])[O-].[K+].[K+]>CC(CC)=O>[N+:9]([C:12]1[C:13]([NH:22][C:23]2[CH:28]=[CH:27][C:26]([O:29][CH:2]([CH3:8])[C:3]([O:5][CH2:6][CH3:7])=[O:4])=[CH:25][CH:24]=2)=[N:14][C:15]2[C:20]([CH:21]=1)=[CH:19][CH:18]=[CH:17][CH:16]=2)([O-:11])=[O:10] |f:2.3.4|. Procedure details: A mixture of ethyl 2-bromopropionate (0.5 g), 4-[N-(3-nitro-2-quinolinyl)amino]phenol (0.5 g), anhydrous potassium carbonate (0.3 g) and ethyl methyl ketone (20 ml) was refluxed for 4 hours. The solvent was removed under reduced pressure and the residue was partitioned between methylene chloride and water. The organic layer was dried and evaporated to give ethyl 2-{4-[N-(3-nitro-2-quinolinyl)amino]phenoxy}propionate as an orange oil which was purified by chromatography over silica gel. Proton ma... The reactants are O=C([O-])[O-], CCCCCC, Cc1ccccc1, CN1CCC(C(=O)c2ccccc2F)CC1, [K+], [K+], O=C(Cl)Oc1ccccc1. Product: O=C(c1ccccc1F)C1CCN(C(=O)Oc2ccccc2)CC1. Reaction SMILES: [C:17](=[O:18])([O-:19])[O-:20].[CH3:33][CH2:34][CH2:35][CH2:36][CH2:37][CH3:38].[CH3:39][c:40]1[cH:41][cH:42][cH:43][cH:44][cH:45]1.[F:1][c:2]1[c:3]([C:4](=[O:5])[CH:6]2[CH2:7][CH2:8][N:9]([CH3:12])[CH2:10][CH2:11]2)[cH:13][cH:14][cH:15][cH:16]1.[K+:21].[K+:22].[c:23]1([O:29][C:30](=[O:31])[Cl:32])[cH:24][cH:25][cH:26][cH:27][cH:28]1>>[F:1][c:2]1[c:3]([C:4](=[O:5])[CH:6]2[CH2:7][CH2:8][N:9]([C:30]([O:29][c:23]3[cH:24][cH:25][cH:26][cH:27][cH:28]3)=[O:31])[CH2:10][CH2:11]2)[cH:13][cH:14][cH:15][cH:16]1.